describe an organic reaction: reactants, conditions, products, and yield From a dataset of the Open Reaction Database (ORD), a public repository of structured organic reaction records. The reactants are C(C1=CC=CC=C1)OC(=O)N[C@H]1C(NOC1)=O ((4R)-4-benzyloxycarbonylamino-3-isoxazolidinone), C(C)(C)N(CC)C(C)C (diisopropyl ethylamine), ClC1(OC(CC1)=O)C(=O)OCC1=CC=C(C=C1)[N+](=O)[O-] (4-nitrobenzyl 2-chloro-5-oxo-2-tetrahydrofurancarboxylate). The solvent is ClCCl (dichloromethane). Conditions: time 15 minute. Yields the product C(C1=CC=CC=C1)OC(=O)N[C@H]1C(N(OC1)C1(OC(CC1)=O)C(=O)OCC1=CC=C(C=C1)[N+](=O)[O-])=O (4-nitrobenzyl 2-[(4R)-4-benzyloxycarbonylamino-3-oxo-2-isoxazolidinyl]-5-oxo-2-tetrahydrofurancarboxylate). The yield is 56.0%. Reaction SMILES: [CH2:1]([O:8][C:9]([NH:11][C@@H:12]1[CH2:16][O:15][NH:14][C:13]1=[O:17])=[O:10])[C:2]1[CH:7]=[CH:6][CH:5]=[CH:4][CH:3]=1.C(N(C(C)C)CC)(C)C.Cl[C:28]1([C:34]([O:36][CH2:37][C:38]2[CH:43]=[CH:42][C:41]([N+:44]([O-:46])=[O:45])=[CH:40][CH:39]=2)=[O:35])[CH2:32][CH2:31][C:30](=[O:33])[O:29]1>ClCCl>[CH2:1]([O:8][C:9]([NH:11][C@@H:12]1[CH2:16][O:15][N:14]([C:28]2([C:34]([O:36][CH2:37][C:38]3[CH:43]=[CH:42][C:41]([N+:44]([O-:46])=[O:45])=[CH:40][CH:39]=3)=[O:35])[CH2:32][CH2:31][C:30](=[O:33])[O:29]2)[C:13]1=[O:17])=[O:10])[C:2]1[CH:7]=[CH:6][CH:5]=[CH:4][CH:3]=1. Procedure details: In 4 ml of dichloromethane was dissolved 60 mg of (4R)-4-benzyloxycarbonylamino-3-isoxazolidinone. To the solution were added under ice-cooling 0.08 ml of diisopropyl ethylamine and 90 mg of the Compound (15) obtained in Example 15. The mixture was stirred for 15 minutes under ice-cooling, followed by stirring at room temperature for 30 minutes. The reaction solution was washed with water, which was dried (Na2SO4), then the solvent was evaporated off. The residue was subjected to a silica gel co... Starting materials: NC(=O)c1ccc2c(c1)Sc1cc3c(cc1C=C2)CCC3, Cl, O=C(OC(=O)C(F)(F)F)C(F)(F)F, c1ccncc1. Yields the product N#Cc1ccc2c(c1)Sc1cc3c(cc1C=C2)CCC3. As a reaction SMILES: [CH2:1]1[CH2:2][CH2:3][c:4]2[cH:5][c:6]3[c:7]([cH:20][c:21]21)[CH:8]=[CH:9][c:10]1[c:11]([cH:13][c:14]([C:17](=[O:18])[NH2:19])[cH:15][cH:16]1)[S:12]3.[ClH:35].[F:22][C:23]([F:24])([F:25])[C:26]([O:27][C:28](=[O:29])[C:30]([F:31])([F:32])[F:33])=[O:34].[cH:36]1[cH:37][cH:38][n:39][cH:40][cH:41]1>>[CH2:1]1[CH2:2][CH2:3][c:4]2[cH:5][c:6]3[c:7]([cH:20][c:21]21)[CH:8]=[CH:9][c:10]1[c:11]([cH:13][c:14]([C:17]#[N:19])[cH:15][cH:16]1)[S:12]3. Reactants: Cc1ccccc1, CC(C)C=O, NCc1cccc(Oc2ccccc2)c1, O. Yields the product CC(C)C=NCc1cccc(Oc2ccccc2)c1. RXN SMILES: [CH3:22][c:23]1[cH:24][cH:25][cH:26][cH:27][cH:28]1.[CH:1]([CH:2]([CH3:3])[CH3:4])=[O:5].[O:6]([c:7]1[cH:8][cH:9][cH:10][cH:11][cH:12]1)[c:13]1[cH:14][c:15]([CH2:16][NH2:17])[cH:18][cH:19][cH:20]1.[OH2:21]>>[CH:1]([CH:2]([CH3:3])[CH3:4])=[N:17][CH2:16][c:15]1[cH:14][c:13]([O:6][c:7]2[cH:8][cH:9][cH:10][cH:11][cH:12]2)[cH:20][cH:19][cH:18]1. The reactants are O=C(Cc1ccc(OCc2ccccc2)c(OCc2ccccc2)c1)OCc1ccccc1, CO, Cl, [K+], [OH-]. Product: O=C(O)Cc1ccc(OCc2ccccc2)c(OCc2ccccc2)c1. As a reaction SMILES: [CH2:3]([c:4]1[cH:5][cH:6][cH:7][cH:8][cH:9]1)[O:10][c:11]1[cH:12][c:13]([CH2:25][C:26](=[O:27])[O:28][CH2:29][c:30]2[cH:31][cH:32][cH:33][cH:34][cH:35]2)[cH:14][cH:15][c:16]1[O:17][CH2:18][c:19]1[cH:20][cH:21][cH:22][cH:23][cH:24]1.[CH3:37][OH:38].[ClH:36].[K+:2].[OH-:1]>>[CH2:3]([c:4]1[cH:5][cH:6][cH:7][cH:8][cH:9]1)[O:10][c:11]1[cH:12][c:13]([CH2:25][C:26](=[O:27])[OH:28])[cH:14][cH:15][c:16]1[O:17][CH2:18][c:19]1[cH:20][cH:21][cH:22][cH:23][cH:24]1. The reactants are Cl.C(C)N=C=NCCCN(C)C (1-ethyl-3-(3-dimethylaminopropyl)carbodiimide hydrochloride), crude product, CN1CCOCC1 (N-methylmorpholine), C(C)OCC(=O)O (ethoxyacetic acid), C1(=C(C(=C(C(=C1F)F)F)N)F)N.Cl.Cl (dihydrochloride), N1N=C(C2=CC=CC=C12)/C=C/C1=CC=C(C(=O)N2CCNCC2)C=C1 ((E)-1-{4-[2-(1H-indazol-3-yl)vinyl]benzoyl}piperazine), O.ON1N=NC2=C1C=CC=C2 (1-hydroxybenzotriazole monohydrate). Product: C(C)OCC(=O)N1CCN(CC1)C(C1=CC=C(C=C1)\C=C\C1=NNC2=CC=CC=C12)=O ((E)-4-ethoxyacetyl-1-{4-[2-(1H-indazol-3-yl)vinyl]benzoyl}piperazine). Isolated yield 20.0%. As a reaction SMILES: C1(N)C(F)=C(F)C(F)=C(N)C=1F.Cl.Cl.[NH:15]1[C:23]2[C:18](=[CH:19][CH:20]=[CH:21][CH:22]=2)[C:17](/[CH:24]=[CH:25]/[C:26]2[CH:39]=[CH:38][C:29]([C:30]([N:32]3[CH2:37][CH2:36][NH:35][CH2:34][CH2:33]3)=[O:31])=[CH:28][CH:27]=2)=[N:16]1.CN1CCOCC1.Cl.C(N=C=NCCCN(C)C)C.O.ON1C2C=CC=CC=2N=N1.[CH2:70]([O:72][CH2:73][C:74](O)=[O:75])[CH3:71]>>[CH2:70]([O:72][CH2:73][C:74]([N:35]1[CH2:36][CH2:37][N:32]([C:30](=[O:31])[C:29]2[CH:28]=[CH:27][C:26](/[CH:25]=[CH:24]/[C:17]3[C:18]4[C:23](=[CH:22][CH:21]=[CH:20][CH:19]=4)[NH:15][N:16]=3)=[CH:39][CH:38]=2)[CH2:33][CH2:34]1)=[O:75])[CH3:71] |f:0.1.2,5.6,7.8|. Reported procedure: The crude product obtained using dihydrochloride of Compound 18 (300 mg, 0.741 mmol), N-methylmorpholine (0.163 mL, 1.48 mmol), 1-ethyl-3-(3-dimethylaminopropyl)carbodiimide hydrochloride (199 mg, 1.04 mmol), 1-hydroxybenzotriazole monohydrate (130 mg, 0.963 mmol) and ethoxyacetic acid (0.0700 mL, 0.741 mmol) in a similar manner to Example 5, was purified by silica gel column chromatography (chloroform/methanol=90/10), followed by recrystallization from mixed solvent of ethyl acetate/methanol to... The reactants are C(C1=CC=CC=C1)O[C@H](C1CO1)C ((2RS,3S)-3-(benzyloxy)-1,2-epoxybutane), [Cl-].[Li+] (lithium chloride), Grignard reagent, [Mg] (magnesium), ClCC1=CC=CC2=CC=CC=C12 (1-(chloromethyl)naphthalene). The reagents and catalysts are [Cu](Cl)Cl (copper (II) chloride). Run in CCOCC (ether), C(C)(=O)OCC (ethyl acetate), CCCCCC (hexane), C1CCOC1 (THF), CCOCC (ether). Conditions: temperature -78 celsius, time 1 hour. Yields the product C1(=CC=CC2=CC=CC=C12)C[Mg]Cl (1-Naphthylmethylmagnesium chloride), C(C1=CC=CC=C1)O[C@@H](C)[C@H](CCC1=CC=CC2=CC=CC=C12)O ((2S,3S)-2-benzyloxy-5-(1-naphthyl)pentan-3-ol), C(C1=CC=CC=C1)O[C@@H](C)[C@@H](CCC1=CC=CC2=CC=CC=C12)O ((2S,3R)-2-benzyloxy-5-(1-naphthyl)pentan-3-ol). Isolated yield 21.5%. As a reaction SMILES: [Mg:1].Cl[CH2:3][C:4]1[C:13]2[C:8](=[CH:9][CH:10]=[CH:11][CH:12]=2)[CH:7]=[CH:6][CH:5]=1.[Cl-:14].[Li+].[CH2:16]([O:23][C@@H:24]([CH3:28])[CH:25]1[O:27][CH2:26]1)[C:17]1[CH:22]=[CH:21][CH:20]=[CH:19][CH:18]=1>CCOCC.C1COCC1.[Cu](Cl)Cl.C(OCC)(=O)C.CCCCCC>[C:4]1([CH2:3][Mg:1][Cl:14])[C:13]2[C:8](=[CH:9][CH:10]=[CH:11][CH:12]=2)[CH:7]=[CH:6][CH:5]=1.[CH2:16]([O:23][C@H:24]([C@@H:25]([OH:27])[CH2:26][CH2:3][C:4]1[C:13]2[C:8](=[CH:9][CH:10]=[CH:11][CH:12]=2)[CH:7]=[CH:6][CH:5]=1)[CH3:28])[C:17]1[CH:22]=[CH:21][CH:20]=[CH:19][CH:18]=1.[CH2:16]([O:23][C@H:24]([C@H:25]([OH:27])[CH2:26][CH2:3][C:4]1[C:13]2[C:8](=[CH:9][CH:10]=[CH:11][CH:12]=2)[CH:7]=[CH:6][CH:5]=1)[CH3:28])[C:17]1[CH:22]=[CH:21][CH:20]=[CH:19][CH:18]=1 |f:2.3|. Procedure: 1-Naphthylmethylmagnesium chloride was prepared from magnesium turnings (2.88 g) and 1-(chloromethyl)naphthalene (6.98 g) in ether (80 ml) by the method of J. Am. Chem. Soc. (1943) 65, 295. A solution of lithium chloride (167 mg) and copper (II) chloride (266 mg) in THF (10 ml) was added dropwise to the ethereal solution of the Grignard reagent followed by addition of a solution of (2RS,3S)-3-(benzyloxy)-1,2-epoxybutane (3.52 g) in ether (30 ml) below −70° C. The mixture was stirred at −78° C. f... Starting materials: ClC1=NC(=C2N=CN(C2=N1)C1CCCC1)Cl (2,6-dichloro-9-cyclopentylpurine), NC1CCN(CC1)CC1COCC1 (4amino-1-(3-tetrahydrofuranylmethyl)piperidine). Run in C(C)N(CC)CC (triethylamine). The product is C1(CCCC1)N1C2=NC=NC=C2N=C1 (9-cyclopentylpurine). As a reaction SMILES: Cl[C:2]1[N:10]=[C:9]2[C:5]([N:6]=[CH:7][N:8]2[CH:11]2[CH2:15][CH2:14][CH2:13][CH2:12]2)=[C:4](Cl)[N:3]=1.NC1CCN(CC2CCOC2)CC1>C(N(CC)CC)C>[CH:11]1([N:8]2[CH:7]=[N:6][C:5]3[C:9]2=[N:10][CH:2]=[N:3][CH:4]=3)[CH2:12][CH2:13][CH2:14][CH2:15]1. Reported procedure: 2-Chloro-6-[4-(1-3-tetrahydrofuranyl)methyl)piperidinylamino]-9-cyclopentylpurine is prepared from 2,6-dichloro-9-cyclopentylpurine, 4amino-1-(3-tetrahydrofuranylmethyl)piperidine, and triethylamine essentially as described above in Example 1, Scheme A, step b. Reactants: O (Water), C[Mg]Br (Methylmagnesium bromide), CN1C=CC2=NC(=C(C=C21)N2CC1(COC1)C2)C#N (1-methyl-6-(2-oxa-6-azaspiro[3.3]heptan-6-yl)-1H-pyrrolo[3,2-b]pyridine-5-carbonitrile), [BH4-].[Na+] (sodium tetrahydroborate). The solvent is C1CCOC1 (THF). Reaction conditions: temperature 40 celsius, time 1.5 hour. Product: CN1C=CC2=NC(=C(C=C21)N2CC1(COC1)C2)C(C)N (1-(1-Methyl-6-(2-oxa-6-azaspiro[3,3]heptan-6-yl)-1H-pyrrolo[3,2-b]pyridin-5-yl)ethanamine). Isolated yield 46.7%. As a reaction SMILES: [CH3:1][Mg]Br.[CH3:4][N:5]1[C:13]2[C:8](=[N:9][C:10]([C:21]#[N:22])=[C:11]([N:14]3[CH2:20][C:16]4([CH2:19][O:18][CH2:17]4)[CH2:15]3)[CH:12]=2)[CH:7]=[CH:6]1.[BH4-].[Na+].O>C1COCC1>[CH3:4][N:5]1[C:13]2[C:8](=[N:9][C:10]([CH:21]([NH2:22])[CH3:1])=[C:11]([N:14]3[CH2:20][C:16]4([CH2:19][O:18][CH2:17]4)[CH2:15]3)[CH:12]=2)[CH:7]=[CH:6]1 |f:2.3|. Procedure details: Methylmagnesium bromide (1.56 mL, 2.18 mmol) was added slowly to a stirred solution of 1-methyl-6-(2-oxa-6-azaspiro[3.3]heptan-6-yl)-1H-pyrrolo[3,2-b]pyridine-5-carbonitrile (222 mg, 0.873 mmol) in THF (20 mL). The reaction was stirred at 40° C. for 1.5 hours, then cooled to 0° C. and quenched with MeOH (10 mL). After 10 minutes, sodium tetrahydroborate (83 mg, 2.18 mmol) was added. The reaction mixture was stirred for 20 minutes. Water (1 mL) was added and the reaction mixture was stirred for a... Reactants: CCC(CC)CC(=O)O, Cc1cc(N2CCOCC2)cc(C)c1N, CC#N, O=S(Cl)Cl. Yields the product CCC(CC)CC(=O)Nc1c(C)cc(N2CCOCC2)cc1C. Reaction SMILES: [CH2:1]([CH3:2])[CH:3]([CH2:4][C:5](=[O:6])[OH:7])[CH2:8][CH3:9].[CH3:14][c:15]1[c:16]([NH2:28])[c:17]([CH3:27])[cH:18][c:19]([N:21]2[CH2:22][CH2:23][O:24][CH2:25][CH2:26]2)[cH:20]1.[CH3:29][C:30]#[N:31].[S:10]([Cl:11])([Cl:12])=[O:13]>>[CH2:1]([CH3:2])[CH:3]([CH2:4][C:5](=[O:7])[NH:28][c:16]1[c:15]([CH3:14])[cH:20][c:19]([N:21]2[CH2:22][CH2:23][O:24][CH2:25][CH2:26]2)[cH:18][c:17]1[CH3:27])[CH2:8][CH3:9]. Procedure details: 7.7 ml of a 1M solution of borane in THF are added dropwise at 0° C. to a solution of 3-(5,6,7,8-tetrahydro-5,5,8,8-tetramethyl-2-naphthyl)-3-methyl-2,3-dihydrobenzofuran-5-carboxylic acid (1.7 g, 4.7 mol) in THF (10 ml). The mixture is stirred for 4 hours at ambient temperature and then 2 ml of a solution of THF and water (1:1) are added. After concentration in vacuo at 40° C. in a rotary evaporator. The mixture is extracted with ethyl acetate. The organic phase is washed with water, dried over... Reaction SMILES: B.[CH3:2][C:3]1([CH3:28])[CH2:12][CH2:11][C:10]([CH3:14])([CH3:13])[C:9]2[CH:8]=[C:7]([C:15]3([CH3:27])[C:19]4[CH:20]=[C:21]([C:24](O)=[O:25])[CH:22]=[CH:23][C:18]=4[O:17][CH2:16]3)[CH:6]=[CH:5][C:4]1=2.O>C1COCC1>[CH3:2][C:3]1([CH3:28])[CH2:12][CH2:11][C:10]([CH3:13])([CH3:14])[C:9]2[CH:8]=[C:7]([C:15]3([CH3:27])[C:19]4[CH:20]=[C:21]([CH2:24][OH:25])[CH:22]=[CH:23][C:18]=4[O:17][CH2:16]3)[CH:6]=[CH:5][C:4]1=2. Reaction conditions: time 4 hour. Yields the product CC1(C=2C=CC(=CC2C(CC1)(C)C)C1(COC2=C1C=C(C=C2)CO)C)C (3-(5,6,7,8-tetrahydro-5,5,8,8-tetramethyl-2-naphthyl)-3-methyl-2,3-dihydrobenzofuran-5-methanol). Reactants: solution, B (borane), CC1(C=2C=CC(=CC2C(CC1)(C)C)C1(COC2=C1C=C(C=C2)C(=O)O)C)C (3-(5,6,7,8-tetrahydro-5,5,8,8-tetramethyl-2-naphthyl)-3-methyl-2,3-dihydrobenzofuran-5-carboxylic acid), solution, O (water). Run in C1CCOC1 (THF), C1CCOC1 (THF), C1CCOC1 (THF).